The task is: describe an organic reaction: reactants, conditions, products, and yield. This data is from the Open Reaction Database (ORD), a public repository of structured organic reaction records. The reactants are CC(=O)[O-], [NH4+], [Na+], FC(F)(F)c1ccc2ccnc(Oc3ccccc3)c2c1, [OH-], O. Product: Nc1nccc2ccc(C(F)(F)F)cc12. RXN SMILES: [CH3:23][C:24](=[O:25])[O-:26].[NH4+:22].[Na+:28].[O:1]([c:2]1[cH:3][cH:4][cH:5][cH:6][cH:7]1)[c:8]1[n:9][cH:10][cH:11][c:12]2[cH:13][cH:14][c:15]([C:18]([F:19])([F:20])[F:21])[cH:16][c:17]12.[OH-:27].[OH2:29]>>[c:8]1([NH2:22])[n:9][cH:10][cH:11][c:12]2[cH:13][cH:14][c:15]([C:18]([F:19])([F:20])[F:21])[cH:16][c:17]12.